Dataset: the Open Reaction Database (ORD), a public repository of structured organic reaction records. Task: describe an organic reaction: reactants, conditions, products, and yield Starting materials: C(C)OC(C(=CNC=1C=NC(=CC1)C)C#N)=O (2-cyano-3-(6-methyl-pyridin-3-ylamino)-acrylic acid ethyl ester). The solvent is C1(=CC=CC=C1)OC1=CC=CC=C1 (diphenylether). Product: CC=1N=C2C(C(=CNC2=CC1)C#N)=O (6-methyl-4-oxo-1,4-dihydro-[1,5]naphthyridine-3-carbonitrile). Isolated yield 54.8%. As a reaction SMILES: C(O[C:4](=[O:17])[C:5]([C:15]#[N:16])=[CH:6][NH:7][C:8]1[CH:9]=[N:10][C:11]([CH3:14])=[CH:12][CH:13]=1)C>C1(OC2C=CC=CC=2)C=CC=CC=1>[CH3:14][C:11]1[N:10]=[C:9]2[C:8](=[CH:13][CH:12]=1)[NH:7][CH:6]=[C:5]([C:15]#[N:16])[C:4]2=[O:17]. Procedure details: The suspension of 2-cyano-3-(6-methyl-pyridin-3-ylamino)-acrylic acid ethyl ester (8.8 g, 38.05 mmol) in diphenylether (190 mL) was heated under refluxing for 5 hrs. After cooling to room temperature, the reaction mixture was poured into nHexane (800 mL) and the solid was collected by filtration and washed with cold THF to give 6-methyl-4-oxo-1,4-dihydro-[1,5]naphthyridine-3-carbonitrile (3.86 g, 54.8%). HR-MS-EI (+) m/e calcd for C10H7N3O (M+) 185.0589. found 185.0591. Starting materials: CC1=NC(=NC(=C1)C)S (4,6-dimethyl-2-mercaptopyrimidine), ClC1=CC=NC2=CC(=CC(=C12)Cl)Cl (4,5,7-trichloroquinoline), O (water). Solvent: CN1C(N(CC1)C)=O (dimethylimidazolidinone). Run at time 2 hour. Product: ClC1=C2C(=CC=NC2=CC(=C1)Cl)SC1=NC(=CC(=N1)C)C (5,7-dichloro-4-(4,6-dimethyl-2-pyrimidinylthio)quinoline). The yield is 91.6%. As a reaction SMILES: Cl[C:2]1[C:11]2[C:6](=[CH:7][C:8]([Cl:13])=[CH:9][C:10]=2[Cl:12])[N:5]=[CH:4][CH:3]=1.[CH3:14][C:15]1[CH:20]=[C:19]([CH3:21])[N:18]=[C:17]([SH:22])[N:16]=1.O>CN1CCN(C)C1=O>[Cl:12][C:10]1[CH:9]=[C:8]([Cl:13])[CH:7]=[C:6]2[C:11]=1[C:2]([S:22][C:17]1[N:18]=[C:19]([CH3:21])[CH:20]=[C:15]([CH3:14])[N:16]=1)=[CH:3][CH:4]=[N:5]2. Procedure: A solution was prepared by dissolving 15.7 g of 4,5,7-trichloroquinoline in 60 ml of dry dimethylimidazolidinone. To the solution, 10.4 g of 4,6-dimethyl-2-mercaptopyrimidine was added with stirring at the room temperature. The reaction was progressed with heat evolution and the temperature of the reaction mixture was increased to 50° C. Crystals were precipitated in the course of the reaction. After finishing the addition, stirring was continued for about 2 hours to complete the reaction. The r... Starting materials: C([O-])([O-])=O.[Na+].[Na+] (sodium carbonate), ClC1=C(C=NC=2C=C3C(=CC12)N=CN3CCN3CCOCC3)C#N (8-chloro-3-[2-(4-morpholinyl)ethyl]-3H-imidazo[4,5-g]quinoline-7-carbonitrile), ClC1=CC(=C(N)C=C1OC)C (4-chloro-5-methoxy-2-methyl aniline), Cl.N1=CC=CC=C1 (pyridine hydrochloride). Solvent: O (water), C(C)OCCO (2-ethoxyethanol). Yields the product ClC1=CC(=C(NC2=C(C=NC=3C=C4C(=CC23)N=CN4CCN4CCOCC4)C#N)C=C1OC)C (8-(4-Chloro-5-methoxy-2-methylanilino)-3-[2-(4-morpholinyl)ethyl]-3H-imidazo[4,5-g]quinoline-7-carbonitrile). Isolated yield 69.9%. As a reaction SMILES: Cl[C:2]1[C:11]2[CH:10]=[C:9]3[N:12]=[CH:13][N:14]([CH2:15][CH2:16][N:17]4[CH2:22][CH2:21][O:20][CH2:19][CH2:18]4)[C:8]3=[CH:7][C:6]=2[N:5]=[CH:4][C:3]=1[C:23]#[N:24].[Cl:25][C:26]1[C:32]([O:33][CH3:34])=[CH:31][C:29]([NH2:30])=[C:28]([CH3:35])[CH:27]=1.Cl.N1C=CC=CC=1.C(=O)([O-])[O-].[Na+].[Na+]>C(OCCO)C.O>[Cl:25][C:26]1[C:32]([O:33][CH3:34])=[CH:31][C:29]([NH:30][C:2]2[C:11]3[CH:10]=[C:9]4[N:12]=[CH:13][N:14]([CH2:15][CH2:16][N:17]5[CH2:18][CH2:19][O:20][CH2:21][CH2:22]5)[C:8]4=[CH:7][C:6]=3[N:5]=[CH:4][C:3]=2[C:23]#[N:24])=[C:28]([CH3:35])[CH:27]=1 |f:2.3,4.5.6|. Procedure details: A mixture of 86.5 mg (0.25 mmol) of 8-chloro-3-[2-(4-morpholinyl)ethyl]-3H-imidazo[4,5-g]quinoline-7-carbonitrile, 67.2 mg (0.39 mmol) of 4-chloro-5-methoxy-2-methyl aniline and 28.9 mg (0.25 mmol) of pyridine hydrochloride in 3 mL of 2-ethoxyethanol is heated at 130–135° C. for 11 hours. After cooling, the mixture is diluted with water and neutralized with 2 equivalents of sodium carbonate, and then extracted with ethyl acetate. The separated organic layer is washed with brine and dried over so... Starting materials: CNC(=O)NC1=NOC(=C1)C(C)(C)C (1-methyl-3-(5-t-butyl-3-isoxazolyl)urea), C(CCC)SCl (butylsulfenyl chloride), resultant mixture. Solvent: N1=CC=CC=C1 (pyridine). Reaction conditions: time 8 hour. Product: CN(C(=O)NC1=NOC(=C1)C(C)(C)C)SCCCC (1-methyl-1-butylthio-3-(5-t-butyl-3-isoxazolyl)urea). Yield: 10.9%. Reaction SMILES: [CH3:1][NH:2][C:3]([NH:5][C:6]1[CH:10]=[C:9]([C:11]([CH3:14])([CH3:13])[CH3:12])[O:8][N:7]=1)=[O:4].[CH2:15]([S:19]Cl)[CH2:16][CH2:17][CH3:18]>N1C=CC=CC=1>[CH3:1][N:2]([S:19][CH2:15][CH2:16][CH2:17][CH3:18])[C:3]([NH:5][C:6]1[CH:10]=[C:9]([C:11]([CH3:14])([CH3:13])[CH3:12])[O:8][N:7]=1)=[O:4]. Procedure details: To a solution of 1-methyl-3-(5-t-butyl-3-isoxazolyl)urea (1.97 g) in pyridine (30 ml), butylsulfenyl chloride (1.08 mol equivalent) is added at -30° to -40° C. The resultant mixture is allowed to stand at -30° to -40° C for 6 hours and at room temperature overnight. The reaction mixture is chromatographed on a column of silica gel, whereby 1-methyl-1-butylthio-3-(5-t-butyl-3-isoxazolyl)urea (0.31 g) is obtained as an oil. I.R.: 1698, 1606 cm-1 (CCl4). Starting materials: COc1cnc(-n2cc(C(F)(F)F)cn2)nc1S(C)(=O)=O, [K+], [K+], O=C([O-])[O-], CN(C)C=O, O, Oc1csc(C(F)(F)F)c1. Yields the product COc1cnc(-n2cc(C(F)(F)F)cn2)nc1Oc1csc(C(F)(F)F)c1. RXN SMILES: [CH3:1][O:2][c:3]1[c:4]([S:18]([CH3:19])(=[O:20])=[O:21])[n:5][c:6](-[n:9]2[n:10][cH:11][c:12]([C:14]([F:15])([F:16])[F:17])[cH:13]2)[n:7][cH:8]1.[K+:32].[K+:33].[O-:34][C:35]([O-:36])=[O:37].[O:39]=[CH:40][N:41]([CH3:42])[CH3:43].[OH2:38].[OH:22][c:23]1[cH:24][s:25][c:26]([C:28]([F:29])([F:30])[F:31])[cH:27]1>>[CH3:1][O:2][c:3]1[c:4]([O:22][c:23]2[cH:24][s:25][c:26]([C:28]([F:29])([F:30])[F:31])[cH:27]2)[n:5][c:6](-[n:9]2[n:10][cH:11][c:12]([C:14]([F:15])([F:16])[F:17])[cH:13]2)[n:7][cH:8]1. Starting materials: O=C(CBr)c1ccc(-n2ccnc2)cc1, Br, [BH3-]C#N, [CH3], CO, Cl, [Na+]. Product: OC(CBr)c1ccc(-n2ccnc2)cc1. As a reaction SMILES: [Br:2][CH2:3][C:4](=[O:5])[c:6]1[cH:7][cH:8][c:9](-[n:12]2[cH:13][n:14][cH:15][cH:16]2)[cH:10][cH:11]1.[BrH:1].[C:17]([BH3-:18])#[N:19].[CH3:21].[CH3:23][OH:24].[ClH:22].[Na+:20]>>[Br:2][CH2:3][CH:4]([OH:5])[c:6]1[cH:7][cH:8][c:9](-[n:12]2[cH:13][n:14][cH:15][cH:16]2)[cH:10][cH:11]1. Starting materials: BrC=CC1=CC=CC=C1 ((2-bromovinyl)benzene), C(=O)N (formamide), glass. Reagents/catalysts: CN(C1=CC=NC=C1)C (4-dimethylamino-pyridine), Cl[Pd]([P](C1=CC=CC=C1)(C2=CC=CC=C2)C3=CC=CC=C3)([P](C4=CC=CC=C4)(C5=CC=CC=C5)C6=CC=CC=C6)Cl (bis(triphenylphosphine)-palladium(II) chloride). Run in CC(=O)N(C)C (dimethylacetamide). Conditions: temperature 120 celsius, time 18 hour. Yields the product C(C=CC1=CC=CC=C1)(=O)N (Cinnamic Acid Amide). RXN SMILES: Br[CH:2]=[CH:3][C:4]1[CH:9]=[CH:8][CH:7]=[CH:6][CH:5]=1.[CH:10]([NH2:12])=[O:11]>CN(C)C1C=CN=CC=1.Cl[Pd](Cl)([P](C1C=CC=CC=1)(C1C=CC=CC=1)C1C=CC=CC=1)[P](C1C=CC=CC=1)(C1C=CC=CC=1)C1C=CC=CC=1.CC(N(C)C)=O>[C:10]([NH2:12])(=[O:11])[CH:2]=[CH:3][C:4]1[CH:9]=[CH:8][CH:7]=[CH:6][CH:5]=1 |^1:24,43|. Reported procedure: 0.249 g of bis(triphenylphosphine)-palladium(II) chloride, 6.51 g of (2-bromovinyl)benzene, 3.03 g of formamide, 4.78 g of 4-dimethylamino-pyridine and 25 ml of dimethylacetamide are placed in a 200 ml glass autoclave. The autoclave is closed, flushed with nitrogen three times and then 5 bars carbon monoxide are applied. The reaction mixture is heated to 120° C. and stirred for 18 hours. It is then cooled, and the solution is diluted with diethylether and water, and extracted. The aqueous phase ... Starting materials: NC=1C=CC2=C(C=NO2)C1 (5-amino-1,2-benzisoxazole), C(=O)(O)[O-].[Na+] (NaHCO3), C(CC)C1=CC=C(C=C1)S(=O)(=O)Cl (4n-propylbenzenesulphonyl chloride), N1=CC=CC=C1 (pyridine), N#N (N2). The solvent is ClCCl (dichloromethane). Product: O1N=CC2=C1C=CC(=C2)NS(=O)(=O)C2=CC=C(C=C2)CCC (N-benzo[d]isoxazol-5-yl-4-propyl-benzenesulfonamide). Isolated yield 72.0%. Reaction SMILES: [CH2:1]([C:4]1[CH:9]=[CH:8][C:7]([S:10](Cl)(=[O:12])=[O:11])=[CH:6][CH:5]=1)[CH2:2][CH3:3].N1C=CC=CC=1.N#N.[NH2:22][C:23]1[CH:24]=[CH:25][C:26]2[O:30][N:29]=[CH:28][C:27]=2[CH:31]=1.C([O-])(O)=O.[Na+]>ClCCl>[O:30]1[C:26]2[CH:25]=[CH:24][C:23]([NH:22][S:10]([C:7]3[CH:8]=[CH:9][C:4]([CH2:1][CH2:2][CH3:3])=[CH:5][CH:6]=3)(=[O:12])=[O:11])=[CH:31][C:27]=2[CH:28]=[N:29]1 |f:4.5|. Procedure details: To a solution of 4n-propylbenzenesulphonyl chloride (171 mg, 0.783 mmol) in dichloromethane (4 mL).was added pyridine (150 μL, 1.86 mmol) and the mixture was stirred under. N2 for 5 min, after which time 5-amino-1,2-benzisoxazole (100 mg, 0.746 mmol) was added. The resulting mixture was stirred for 2 h at room temperature, then saturated NaHCO3 solution (10 mL) was added and the mixture was extracted into ethyl acetate (20 mL). The organic phase was washed with brine, dried (Na2SO4), filtered an... The reactants are CC(C(=O)OC)C(CC)O (methyl 2-methyl-3-hydroxypentanoate), C(CCCCCCCCCCC)(=O)OC=C (vinyl laurate). Run at temperature 35 celsius, time 5 day. Product: CC(C(=O)OC)[C@H](CC)O (methyl (3S)-2-methyl-3-hydroxypentanoate). Isolated yield 77.8%. Reaction SMILES: [CH3:1][CH:2]([CH:7]([OH:10])[CH2:8][CH3:9])[C:3]([O:5][CH3:6])=[O:4].C(OC=C)(=O)CCCCCCCCCCC>>[CH3:1][CH:2]([C@@H:7]([OH:10])[CH2:8][CH3:9])[C:3]([O:5][CH3:6])=[O:4]. Procedure: A mixture of 7.2 g of methyl 2-methyl-3-hydroxypentanoate, 11.1 g of vinyl laurate, and 4.0 g of Lipase P (trade name, Amano Pharmaceutical Co., Ltd.) was stirred at 35° C. for 5 days. After stopping the reaction, the enzyme was removed by filtration and washed with n-heptane on a filter paper. n-Heptane was distilled away from the filtrate and the residue was subject to vacuum distillation to give 5.6 g of methyl (3S)-2-methyl-3-hydroxypentanoate of the following formula, [α]D20 =+3.8°(C=1.26, ...